This data is from the Open Reaction Database (ORD), a public repository of structured organic reaction records. The task is: describe an organic reaction: reactants, conditions, products, and yield Reactants: [Al+3], CC(C)CCCC(C)C1CCC2C3CCC4CC(NC=O)CCC4(C)C3CCC12C, [H-], [H-], [H-], [H-], [Li+], [Na+], [Na+], O=S(=O)([O-])[O-], C1CCOC1. Yields the product CNC1CCC2(C)C(CCC3C2CCC2(C)C(C(C)CCCC(C)C)CCC32)C1. As a reaction SMILES: [Al+3:32].[CH:1](=[O:2])[NH:3][CH:4]1[CH2:5][CH:6]2[CH2:7][CH2:8][CH:9]3[CH:10]4[CH2:11][CH2:12][CH:13]([CH:14]([CH2:15][CH2:16][CH2:17][CH:18]([CH3:19])[CH3:20])[CH3:21])[C:22]4([CH3:30])[CH2:23][CH2:24][CH:25]3[C:26]2([CH3:29])[CH2:27][CH2:28]1.[H-:31].[H-:34].[H-:35].[H-:36].[Li+:33].[Na+:37].[Na+:38].[O-:39][S:40](=[O:41])(=[O:42])[O-:43].[O:44]1[CH2:45][CH2:46][CH2:47][CH2:48]1>>[CH3:1][NH:3][CH:4]1[CH2:5][CH:6]2[CH2:7][CH2:8][CH:9]3[CH:10]4[CH2:11][CH2:12][CH:13]([CH:14]([CH2:15][CH2:16][CH2:17][CH:18]([CH3:19])[CH3:20])[CH3:21])[C:22]4([CH3:30])[CH2:23][CH2:24][CH:25]3[C:26]2([CH3:29])[CH2:27][CH2:28]1. Reactants: [Si](C)(C)(C(C)(C)C)OCC=1C=C(C=CC1CO[Si](C)(C)C(C)(C)C)CCC=1C=C(SC1)/C(=C/CCC(CC)(O)CC)/CC ((E)-7-{4-[2-(3,4-bis(tert-butyldimethylsilanyloxymethyl)phenyl)ethyl]-2-thienyl}-3-ethylnon-6-en-3-ol), [F-].C(CCC)[N+](CCCC)(CCCC)CCCC (tetrabutylammonium fluoride). Yields the product OCC=1C=C(C=CC1CO)CCC=1C=C(SC1)/C(=C/CCC(CC)(O)CC)/CC ((E)-7-{4-[2-(3,4-bis-Hydroxymethyl-phenyl)ethyl]-2-thienyl}-3-ethylnon-6-en-3-ol). Reaction SMILES: [Si]([O:8][CH2:9][C:10]1[CH:11]=[C:12]([CH2:25][CH2:26][C:27]2[CH:28]=[C:29](/[C:32](/[CH2:42][CH3:43])=[CH:33]/[CH2:34][CH2:35][C:36]([CH2:40][CH3:41])([OH:39])[CH2:37][CH3:38])[S:30][CH:31]=2)[CH:13]=[CH:14][C:15]=1[CH2:16][O:17][Si](C(C)(C)C)(C)C)(C(C)(C)C)(C)C.[F-].C([N+](CCCC)(CCCC)CCCC)CCC>>[OH:8][CH2:9][C:10]1[CH:11]=[C:12]([CH2:25][CH2:26][C:27]2[CH:28]=[C:29](/[C:32](/[CH2:42][CH3:43])=[CH:33]/[CH2:34][CH2:35][C:36]([CH2:40][CH3:41])([OH:39])[CH2:37][CH3:38])[S:30][CH:31]=2)[CH:13]=[CH:14][C:15]=1[CH2:16][OH:17] |f:1.2|. Reported procedure: In a manner similar to that of Example 6(l), by reaction of 1 g (1.55 mmol) of (E)-7-{4-[2-(3,4-bis(tert-butyldimethylsilanyloxymethyl)phenyl)ethyl]-2-thienyl}-3-ethylnon-6-en-3-ol with 3.7 mL (3.7 mmol) of 1.0 M tetrabutylammonium fluoride solution, the desired product is obtained in the form of white crystals (m.p.=85-86° C.; m=580 mg; Y=90%). Starting materials: C1=CC(=CC=C1N)N (p-phenylenediamine), BrC=1C(=C(C(=C2C1C(=O)OC2=O)Br)Br)Br (tetrabromophthalic anhydride). Solvent: CN1CCCC1=O (NMP), CN1CCCC1=O (NMP). Run at temperature 200 celsius. Product: C1(=CC=C(C=C1)N1C(C=2C(C1=O)=C(C(=C(C2Br)Br)Br)Br)=O)N2C(C=1C(C2=O)=C(C(=C(C1Br)Br)Br)Br)=O (N,N'-(p-phenylene)-bis[3,4,5,6-tetrabromophthalimide]). RXN SMILES: [CH:1]1[C:6]([NH2:7])=[CH:5][CH:4]=[C:3]([NH2:8])[CH:2]=1.[Br:9][C:10]1[C:11]([Br:23])=[C:12]([Br:22])[C:13]([Br:21])=[C:14]2[C:19](=[O:20])O[C:16](=[O:17])[C:15]=12>CN1C(=O)CCC1>[C:3]1([N:8]2[C:16](=[O:17])[C:15]3=[C:10]([Br:9])[C:11]([Br:23])=[C:12]([Br:22])[C:13]([Br:21])=[C:14]3[C:19]2=[O:20])[CH:4]=[CH:5][C:6]([N:7]2[C:19](=[O:20])[C:14]3=[C:13]([Br:21])[C:12]([Br:22])=[C:11]([Br:23])[C:10]([Br:9])=[C:15]3[C:16]2=[O:17])=[CH:1][CH:2]=1. Procedure details: 108 gms (1.0 mole) of p-phenylenediamine was dissolved in 1 liter of warm NMP under a nitrogen atmosphere and the solution filtered to remove suspended particles. This filtered solution was then added to a similarly prepared filtered solution of 928 gms (2.0 moles) of tetrabromophthalic anhydride in 2 liters of warm NMP in the apparatus described in Example 2. A mildly exothermic reaction took place and the mixture was further heated while stirring. At about 145° C., precipitation began. The qua... Product: C1(=CC=C(C=C1)S(=O)(=O)N1C=CC=2C(=CC=CC12)C(=O)OCC1=CC=CC=C1)C (benzyl 1-(4-toluenesulfonyl)indole-4-carboxylate). Yield: 59.8%. The solvent is O1CCCC1 (tetrahydrofuran), O1CCCC1 (tetrahydrofuran). Reaction SMILES: [H-].[Na+].[NH:3]1[C:11]2[CH:10]=[CH:9][CH:8]=[C:7]([C:12]([O:14][CH2:15][C:16]3[CH:21]=[CH:20][CH:19]=[CH:18][CH:17]=3)=[O:13])[C:6]=2[CH:5]=[CH:4]1.[C:22]1([CH3:32])[CH:27]=[CH:26][C:25]([S:28](Cl)(=[O:30])=[O:29])=[CH:24][CH:23]=1>O1CCCC1>[C:22]1([CH3:32])[CH:27]=[CH:26][C:25]([S:28]([N:3]2[C:11]3[CH:10]=[CH:9][CH:8]=[C:7]([C:12]([O:14][CH2:15][C:16]4[CH:17]=[CH:18][CH:19]=[CH:20][CH:21]=4)=[O:13])[C:6]=3[CH:5]=[CH:4]2)(=[O:30])=[O:29])=[CH:24][CH:23]=1 |f:0.1|. Conditions: temperature 0 celsius, time 1 hour. Reported procedure: To a suspension of sodium hydride (133 mg) in tetrahydrofuran (5.0 ml) was added dropwise a solution of benzyl indole-4-carboxylate (580 mg) in tetrahydrofuran (5.0 ml) at 0° C. and the mixture was stirred at 0° C. for 1 hour. 4-Toluenesulfonyl chloride (440 mg) was added to the mixture and the solution was stirred at ambient temperature for 1 hour. The reaction was quenched with 1N hydrochloric acid and then the aqueous solution was extracted with ethyl acetate. Drying, filtering and removal of... Starting materials: N1C=CC=2C(=CC=CC12)C(=O)OCC1=CC=CC=C1 (benzyl indole-4-carboxylate), [H-].[Na+] (sodium hydride), C1(=CC=C(C=C1)S(=O)(=O)Cl)C (4-Toluenesulfonyl chloride).